This data is from the Open Reaction Database (ORD), a public repository of structured organic reaction records. The task is: describe an organic reaction: reactants, conditions, products, and yield Starting materials: ClC=1C(=NC=CN1)C1CN(C1)C(=O)OC(C)(C)C (tert-butyl 3-(3-chloropyrazin-2-yl)azetidine-1-carboxylate), OC1=C(C=CC=C1)B(O)O (2-hydroxy-phenylboronic acid), [O-]P(=O)([O-])[O-].[K+].[K+].[K+] (K3PO4), O (water). Yields the product C(C)(C)(C)OC(=O)N1CC(C1)C1=NC=CN=C1C1=C(C=CC=C1)O (3-[3-(2-hydroxy-phenyl)-pyrazin-2-yl]-azetidine-1-carboxylic acid tert-butyl ester). Yield: 92.0%. The solvent is O1CCOCC1 (dioxane). Reported procedure: To a solution of 3-(3-chloro-pyrazin-2-yl)-azetidine-1-carboxylic acid tert-butyl ester (7) (540 mg, 2.0 mmol, see Preparation 2), 2-hydroxy-phenylboronic acid (71) (303.6 mg, 2.2 mmol), K3PO4 (818 mg, 4.0 mmol), in dioxane (20 mL) and water (4 mL) was added Pd(dppf)Cl2 (73.2 mg, 0.1 mmol) then the reaction mixture was stirred at 90° C. under nitrogen atmosphere overnight. The reaction mixture was filtered through CELITE® and washed with EtOAc (50 mL). The filtrate was concentrated and the crude... Reaction SMILES: Cl[C:2]1[C:3]([CH:8]2[CH2:11][N:10]([C:12]([O:14][C:15]([CH3:18])([CH3:17])[CH3:16])=[O:13])[CH2:9]2)=[N:4][CH:5]=[CH:6][N:7]=1.[OH:19][C:20]1[CH:25]=[CH:24][CH:23]=[CH:22][C:21]=1B(O)O.[O-]P([O-])([O-])=O.[K+].[K+].[K+].O>O1CCOCC1.C1C=CC(P(C2C=CC=CC=2)[C-]2C=CC=C2)=CC=1.C1C=CC(P(C2C=CC=CC=2)[C-]2C=CC=C2)=CC=1.Cl[Pd]Cl.[Fe+2]>[C:15]([O:14][C:12]([N:10]1[CH2:11][CH:8]([C:3]2[C:2]([C:21]3[CH:22]=[CH:23][CH:24]=[CH:25][C:20]=3[OH:19])=[N:7][CH:6]=[CH:5][N:4]=2)[CH2:9]1)=[O:13])([CH3:18])([CH3:17])[CH3:16] |f:2.3.4.5,8.9.10.11|. Reagents/catalysts: C1=CC=C(C=C1)P([C-]2C=CC=C2)C3=CC=CC=C3.C1=CC=C(C=C1)P([C-]2C=CC=C2)C3=CC=CC=C3.Cl[Pd]Cl.[Fe+2] (Pd(dppf)Cl2). Reaction conditions: temperature 90 celsius, time 8 hour. Starting materials: Cn1nnnc1-c1ccc2scc(Br)c2c1, CS(C)=O, N#C[Na], O. Product: Cn1nnnc1-c1ccc2scc(CC#N)c2c1. RXN SMILES: [Br:1][c:2]1[c:3]2[c:4]([s:5][cH:6]1)[cH:7][cH:8][c:9](-[c:11]1[n:12][n:13][n:14][n:15]1[CH3:16])[cH:10]2.[CH3:21][S:22]([CH3:23])=[O:24].[Na:17][C:18]#[N:19].[OH2:20]>>[c:2]1([CH2:21][C:18]#[N:19])[c:3]2[c:4]([s:5][cH:6]1)[cH:7][cH:8][c:9](-[c:11]1[n:12][n:13][n:14][n:15]1[CH3:16])[cH:10]2. The reactants are NC1=CC(=C(C=C1)N(C1CCN(CC1)CC1=CC=C(C=C1)C(C(F)(F)F)(C(F)(F)F)O)C)F (2-(4-((4-((4-Amino-2-fluorophenyl)(methyl)amino)piperidin-1-yl)methyl)-phenyl)-1,1,1,3,3,3-hexafluoropropan-2-ol), N1=CC=C(C=C1)NC(OC1=CC=CC=C1)=O (phenyl pyridin-4-ylcarbamate), O1CCOCC1 (dioxane). Solvent: O1CCCC1 (tetrahydrofuran). Product: FC=1C=C(C=CC1N(C)C1CCN(CC1)CC1=CC=C(C=C1)C(C(F)(F)F)(C(F)(F)F)O)NC(=O)NC1=CC=NC=C1 (1-(3-Fluoro-4-((1-(4-(1,1,1,3,3,3-hexafluoro-2-hydroxypropan-2-yl)benzyl)piperidin-4-yl)(methyl)amino)phenyl)-3-(pyridin-4-yl)urea). Yield: 67.0%. As a reaction SMILES: [NH2:1][C:2]1[CH:7]=[CH:6][C:5]([N:8]([CH3:32])[CH:9]2[CH2:14][CH2:13][N:12]([CH2:15][C:16]3[CH:21]=[CH:20][C:19]([C:22]([OH:31])([C:27]([F:30])([F:29])[F:28])[C:23]([F:26])([F:25])[F:24])=[CH:18][CH:17]=3)[CH2:11][CH2:10]2)=[C:4]([F:33])[CH:3]=1.[N:34]1[CH:39]=[CH:38][C:37]([NH:40][C:41](=O)[O:42]C2C=CC=CC=2)=[CH:36][CH:35]=1.O1CCOCC1>O1CCCC1>[F:33][C:4]1[CH:3]=[C:2]([NH:1][C:41]([NH:40][C:37]2[CH:38]=[CH:39][N:34]=[CH:35][CH:36]=2)=[O:42])[CH:7]=[CH:6][C:5]=1[N:8]([CH:9]1[CH2:14][CH2:13][N:12]([CH2:15][C:16]2[CH:17]=[CH:18][C:19]([C:22]([OH:31])([C:23]([F:24])([F:25])[F:26])[C:27]([F:30])([F:28])[F:29])=[CH:20][CH:21]=2)[CH2:11][CH2:10]1)[CH3:32]. Procedure: 2-(4-((4-((4-Amino-2-fluorophenyl)(methyl)amino)piperidin-1-yl)methyl)-phenyl)-1,1,1,3,3,3-hexafluoropropan-2-ol (0.209 mmol, 100 mg) and phenyl pyridin-4-ylcarbamate (0.313 mmol, 67.0 mg) were combined in tetrahydrofuran (1 mL) and dioxane (1 mL) and heated to 80° C. overnight. The reaction mixture was concentrated under vacuum. The residue was purified by prep-HPLC (acidic conditions) and SCX chromatography to afford title compound (83.9 mg). MS (ESI) m/z 600.2 [M+H]+ Starting materials: C1(=CC=CC=C1)N1N=C(CC1)N (4,5-Dihydro-1-phenyl-1H-pyrazol-3-amine), C(C)(=O)OC1=C(C=C(C=C1C)N)C (4-amino-2,6-dimethylphenyl acetate), C1(=CC=C(C=C1)S(=O)(=O)O)C (toluene-4-sulfonic acid). Run in C1(=CC=CC=C1)C (toluene). The product is C(C)(=O)OC1=C(C=C(C=C1C)NC1=NN(CC1)C1=CC=CC=C1)C (4-[4,5-Dihydro-1-phenyl-1H-pyrazol-3-yl]amino-2,6-di methylphenyl acetate). Yield: 46.7%. RXN SMILES: [C:1]1([N:7]2[CH2:11][CH2:10][C:9]([NH2:12])=[N:8]2)[CH:6]=[CH:5][CH:4]=[CH:3][CH:2]=1.[C:13]([O:16][C:17]1[C:22]([CH3:23])=[CH:21][C:20](N)=[CH:19][C:18]=1[CH3:25])(=[O:15])[CH3:14].C1(C)C=CC(S(O)(=O)=O)=CC=1>C1(C)C=CC=CC=1>[C:13]([O:16][C:17]1[C:22]([CH3:23])=[CH:21][C:20]([NH:12][C:9]2[CH2:10][CH2:11][N:7]([C:1]3[CH:2]=[CH:3][CH:4]=[CH:5][CH:6]=3)[N:8]=2)=[CH:19][C:18]=1[CH3:25])(=[O:15])[CH3:14]. Procedure details: 4,5-Dihydro-1-phenyl-1H-pyrazol-3-amine (0.16 g), 4-amino-2,6-dimethylphenyl acetate (0.2 g), and toluene-4-sulfonic acid (0.02 g) were refluxed in toluene under nitrogen for 8 hours. Evaporation and chromatography (silica, dichloromethane/ethyl acetate [95:5]) of the residue gave the title product (0.15 g), as a solid. The reactants are Cl.CC1=NC2=C(N1C1CCOCC1)C=CC(=C2)C(=O)O (2-methyl-1-(tetrahydropyran-4-yl)benzimidazole-5-carboxylic acid HCl salt), NC1=C(C=CC(=C1)C(C)(C)C)O (2-amino-4-tert-butylphenol), CCN=C=NCCCN(C)C (WSC), CS(=O)(=O)O (methanesulfonic acid), C(O)([O-])=O.[Na+] (sodium hydrogen carbonate). Solvent: C(Cl)(Cl)Cl (chloroform), CN(C)C=O (DMF), O (Water), O (water), O1CCOCC1 (dioxane). Yields the product C(C)(C)(C)C=1C=CC2=C(N=C(O2)C2=CC3=C(N(C(=N3)C)C3CCOCC3)C=C2)C1 (5-(5-tert-butylbenzoxazol-2-yl)-2-methyl-1-(tetrahydropyran-4-yl)benzimidazole). Yield: 48.8%. As a reaction SMILES: Cl.[CH3:2][C:3]1[N:7]([CH:8]2[CH2:13][CH2:12][O:11][CH2:10][CH2:9]2)[C:6]2[CH:14]=[CH:15][C:16]([C:18]([OH:20])=O)=[CH:17][C:5]=2[N:4]=1.[NH2:21][C:22]1[CH:27]=[C:26]([C:28]([CH3:31])([CH3:30])[CH3:29])[CH:25]=[CH:24][C:23]=1O.CCN=C=NCCCN(C)C.CS(O)(=O)=O.C(=O)([O-])O.[Na+]>O1CCOCC1.O.C(Cl)(Cl)Cl.CN(C=O)C>[C:28]([C:26]1[CH:25]=[CH:24][C:23]2[O:20][C:18]([C:16]3[CH:15]=[CH:14][C:6]4[N:7]([CH:8]5[CH2:9][CH2:10][O:11][CH2:12][CH2:13]5)[C:3]([CH3:2])=[N:4][C:5]=4[CH:17]=3)=[N:21][C:22]=2[CH:27]=1)([CH3:31])([CH3:29])[CH3:30] |f:0.1,5.6|. Procedure details: 2-methyl-1-(tetrahydropyran-4-yl)benzimidazole-5-carboxylic acid HCl salt (see Working Example 4-3) (250 mg, 0.842 mmol), 2-amino-4-tert-butylphenol (139 mg, 0.842 mmol), DMF (2 mL), chloroform (5 mL) and WSC (178 mg, 0.926 mmol) were stirred for 22 hours. Water was added, and the solid obtained was filtered off, washed with water, and dried to give a solid that was taken up in dioxane (5 mL) to which was added methanesulfonic acid (140 mg, 1.46 mmol), and this was heated to reflux for 18 hours.... The reactants are O=C([O-])[O-], CC#N, COC(=O)c1cc(COS(C)(=O)=O)nn1-c1ncccc1Cl, FC(F)(F)c1cc(C(F)(F)F)[nH]n1, [K+], [K+]. Product: COC(=O)c1cc(Cn2nc(C(F)(F)F)cc2C(F)(F)F)nn1-c1ncccc1Cl. Reaction SMILES: [C:23](=[O:24])([O-:25])[O-:26].[CH3:42][C:43]#[N:44].[Cl:1][c:2]1[c:3](-[n:8]2[n:9][c:10]([CH2:17][O:18][S:19]([CH3:20])(=[O:21])=[O:22])[cH:11][c:12]2[C:13](=[O:14])[O:15][CH3:16])[n:4][cH:5][cH:6][cH:7]1.[F:29][C:30]([c:31]1[n:32][nH:33][c:34]([C:36]([F:37])([F:38])[F:39])[cH:35]1)([F:40])[F:41].[K+:27].[K+:28]>>[Cl:1][c:2]1[c:3](-[n:8]2[n:9][c:10]([CH2:17][n:32]3[c:31]([C:30]([F:29])([F:40])[F:41])[cH:35][c:34]([C:36]([F:37])([F:38])[F:39])[n:33]3)[cH:11][c:12]2[C:13](=[O:14])[O:15][CH3:16])[n:4][cH:5][cH:6][cH:7]1. Reactants: Example 1 ( 1 ), BrC=1C=C2C(N(C=NC2=CC1)CC=1C=NC=CC1)=O (6-bromo-3-(3-pyridylmethyl)-4 (3H)-quinazolinone), ClC1=CC=C(C=C1)O (4-chlorophenol). Product: ClC1=CC=C(OC=2C=C3C(N(C=NC3=CC2)CC=2C=NC=CC2)=O)C=C1 (6-(4-chlorophenoxy)-3-(3-pyridylmethyl)-4 (3H)-quinazolinone). Reaction SMILES: Br[C:2]1[CH:3]=[C:4]2[C:9](=[CH:10][CH:11]=1)[N:8]=[CH:7][N:6]([CH2:12][C:13]1[CH:14]=[N:15][CH:16]=[CH:17][CH:18]=1)[C:5]2=[O:19].[Cl:20][C:21]1[CH:26]=[CH:25][C:24]([OH:27])=[CH:23][CH:22]=1>>[Cl:20][C:21]1[CH:26]=[CH:25][C:24]([O:27][C:2]2[CH:3]=[C:4]3[C:9](=[CH:10][CH:11]=2)[N:8]=[CH:7][N:6]([CH2:12][C:13]2[CH:14]=[N:15][CH:16]=[CH:17][CH:18]=2)[C:5]3=[O:19])=[CH:23][CH:22]=1. Reported procedure: The titled compound was prepared in the same manner as in Example 1 (1) c) from 6-bromo-3-(3-pyridylmethyl)-4 (3H)-quinazolinone and 4-chlorophenol.